This data is from the Open Reaction Database (ORD), a public repository of structured organic reaction records. The task is: describe an organic reaction: reactants, conditions, products, and yield Starting materials: CCOC(=O)Cc1cc(OCc2ccccc2)cc(OCc2ccccc2)c1, CCO, [Na+], [OH-]. The product is O=C(O)Cc1cc(OCc2ccccc2)cc(OCc2ccccc2)c1. RXN SMILES: [CH2:1]([c:2]1[cH:3][cH:4][cH:5][cH:6][cH:7]1)[O:8][c:9]1[cH:10][c:11]([CH2:23][C:24](=[O:25])[O:26][CH2:27][CH3:28])[cH:12][c:13]([O:15][CH2:16][c:17]2[cH:18][cH:19][cH:20][cH:21][cH:22]2)[cH:14]1.[CH3:31][CH2:32][OH:33].[Na+:30].[OH-:29]>>[CH2:1]([c:2]1[cH:3][cH:4][cH:5][cH:6][cH:7]1)[O:8][c:9]1[cH:10][c:11]([CH2:23][C:24](=[O:25])[OH:26])[cH:12][c:13]([O:15][CH2:16][c:17]2[cH:18][cH:19][cH:20][cH:21][cH:22]2)[cH:14]1. The reactants are CC1=C(C(=NO1)C1=CC=CC=C1)C1=NN=C2N1CC1=CC=C(C=C21)O (3-(5-Methyl-3-phenylisoxazol-4-yl)-5H-[1,2,4]triazolo[3,4-a]isoindol-8-ol), C([O-])([O-])=O.[K+].[K+] (potassium carbonate), ClCC=1C=NN(N1)C (5-(chloromethyl)-2-methyltriazole), CN(C)C=O (DMF). Run in O (water). The product is CC1=C(C(=NO1)C1=CC=CC=C1)C1=NN=C2N1CC1=CC=C(C=C21)OCC2=NN(C=N2)C (3-(5-Methyl-3-phenylisoxazol-4-yl)-8-(1-methyl[1,2,4]triazol-3-ylmethoxy)-5H-[1,2,4]triazolo[3,4-a]isoindole). Reaction SMILES: [CH3:1][C:2]1[O:6][N:5]=[C:4]([C:7]2[CH:12]=[CH:11][CH:10]=[CH:9][CH:8]=2)[C:3]=1[C:13]1[N:17]2[CH2:18][C:19]3[C:24]([C:16]2=[N:15][N:14]=1)=[CH:23][C:22]([OH:25])=[CH:21][CH:20]=3.C(=O)([O-])[O-].[K+].[K+].ClC[C:34]1[CH:35]=[N:36][N:37]([CH3:39])N=1.[CH3:40][N:41](C=O)C>O>[CH3:1][C:2]1[O:6][N:5]=[C:4]([C:7]2[CH:12]=[CH:11][CH:10]=[CH:9][CH:8]=2)[C:3]=1[C:13]1[N:17]2[CH2:18][C:19]3[C:24]([C:16]2=[N:15][N:14]=1)=[CH:23][C:22]([O:25][CH2:34][C:35]1[N:41]=[CH:40][N:37]([CH3:39])[N:36]=1)=[CH:21][CH:20]=3 |f:1.2.3|. Procedure: 3-(5-Methyl-3-phenylisoxazol-4-yl)-5H-[1,2,4]triazolo[3,4-a]isoindol-8-ol (35 mg) and potassium carbonate (30 mg) and 5-(chloromethyl)-2-methyltriazole were heated together with DMF (1 ml) at 120° C. for 2 hours. The reaction was diluted with water and extracted with ethyl acetate. The organic layer was washed with water (×5), dried and evaporated to yield an oil which was purified by column chromatography on silica using methanol/dichloromethane to yield the title compound (7.8 mg). The reactants are CNCC(O)c1c(OC)cccc1OC, CCN(C(C)C)C(C)C, Cc1c(CCl)sc2c(=O)c(C(=O)NCc3ccc(Cl)cc3)cn(C)c12, CN(C)C=O, O. Product: COc1cccc(OC)c1C(O)CN(C)Cc1sc2c(=O)c(C(=O)NCc3ccc(Cl)cc3)cn(C)c2c1C. RXN SMILES: [CH3:26][O:27][c:28]1[c:29]([CH:36]([CH2:37][NH:38][CH3:39])[OH:40])[c:30]([O:34][CH3:35])[cH:31][cH:32][cH:33]1.[CH:41]([N:42]([CH:43]([CH3:44])[CH3:45])[CH2:46][CH3:47])([CH3:48])[CH3:49].[Cl:1][c:2]1[cH:3][cH:4][c:5]([CH2:6][NH:7][C:8](=[O:9])[c:10]2[c:11](=[O:23])[c:12]3[c:13]([n:14]([CH3:16])[cH:15]2)[c:17]([CH3:22])[c:18]([CH2:20][Cl:21])[s:19]3)[cH:24][cH:25]1.[O:50]=[CH:51][N:52]([CH3:53])[CH3:54].[OH2:55]>>[Cl:1][c:2]1[cH:3][cH:4][c:5]([CH2:6][NH:7][C:8](=[O:9])[c:10]2[c:11](=[O:23])[c:12]3[c:13]([n:14]([CH3:16])[cH:15]2)[c:17]([CH3:22])[c:18]([CH2:20][N:38]([CH2:37][CH:36]([c:29]2[c:28]([O:27][CH3:26])[cH:33][cH:32][cH:31][c:30]2[O:34][CH3:35])[OH:40])[CH3:39])[s:19]3)[cH:24][cH:25]1. The reactants are C(C)(C)(C)OC(=O)NC=1SC2=C(N1)C=CC(=C2)OS(=O)(=O)C=2SC=CC2 (thiophene-2-sulfonic acid 2-tert-butoxycarbonylaminobenzo-thiazol-6-yl ester), C(C)(C)(C)OC(=O)NC=1SC2=C(N1)C=CC(=C2)OS(=O)(=O)C=2SC=CC2 (thiophene-2-sulfonic acid 2-tert-butoxycarbonylaminobenzo-thiazol-6-yl ester), FC(C(=O)O)(F)F (trifluoroacetic acid). Run in ClCCl (dichloromethane), O (water). The product is NC=1SC2=C(N1)C=CC(=C2)OS(=O)(=O)C=2SC=CC2 (thiophene-2-sulfonic acid 2-aminobenzothiazol-6-yl ester). Isolated yield 79.4%. Reaction SMILES: C(OC([NH:8][C:9]1[S:10][C:11]2[CH:17]=[C:16]([O:18][S:19]([C:22]3[S:23][CH:24]=[CH:25][CH:26]=3)(=[O:21])=[O:20])[CH:15]=[CH:14][C:12]=2[N:13]=1)=O)(C)(C)C.FC(F)(F)C(O)=O>ClCCl.O>[NH2:8][C:9]1[S:10][C:11]2[CH:17]=[C:16]([O:18][S:19]([C:22]3[S:23][CH:24]=[CH:25][CH:26]=3)(=[O:21])=[O:20])[CH:15]=[CH:14][C:12]=2[N:13]=1. Procedure details: A solution of thiophene-2-sulfonic acid 2-tert-butoxycarbonylaminobenzo-thiazol-6-yl ester (intermediate 30) (1.5 g, 3.63 mmol) and trifluoroacetic acid (15 ml, 196 mmol) in 15 ml of dichloromethane and 600 μl of water is stirred for 2 hours at room temperature. The reaction medium is concentrated to dryness to give 900 mg of thiophene-2-sulfonic acid 2-aminobenzothiazol-6-yl ester in the form of the trifluoroacetic acid salt (oil) in a yield of 76%. Solvent: C(C)O (ethanol), O (water). RXN SMILES: [C:1]([O:5][C:6]([N:8]1[CH:13]2[CH2:14][CH2:15][CH:9]1[CH2:10][CH:11]([CH:16]1[C:29]3[CH:28]=[CH:27][C:26]([C:30]#[N:31])=[CH:25][C:24]=3[O:23][C:22]3[C:17]1=[CH:18][CH:19]=[CH:20][CH:21]=3)[CH2:12]2)=[O:7])([CH3:4])([CH3:3])[CH3:2].Cl.NO.C(=O)([O-])[O-].[K+].[K+].Cl.[OH-:42].[NH4+:43]>C(O)C.O>[C:1]([O:5][C:6]([N:8]1[CH:9]2[CH2:15][CH2:14][CH:13]1[CH2:12][CH:11]([CH:16]1[C:29]3[CH:28]=[CH:27][C:26]([C:30](=[NH:43])[NH:31][OH:42])=[CH:25][C:24]=3[O:23][C:22]3[C:17]1=[CH:18][CH:19]=[CH:20][CH:21]=3)[CH2:10]2)=[O:7])([CH3:4])([CH3:2])[CH3:3] |f:1.2,3.4.5,6.7.8|. Procedure details: To a solution of 3-(3-cyano-9H-xanthen-9-yl)-8-aza-bicyclo[3.2.1]octane-8-carboxylic acid tert-butyl ester (635 mg; 0.877 mmol) in ethanol (10 mL) was added hydroxylamine hydrochloride (183 mg; 2.62 mmol) and potassium carbonate (242 mg; 1.75 mmol), and the mixture was heated to reflux for 16 h. More ammonium hydroxide hydrochloride (183 mg; 2.62 mmol) and potassium carbonate (242 mg; 1.75 mmol) were added, and the mixture was heated to reflux for 24 h. The mixture was allowed to cool to rt, wat... The reactants are C(C)(C)(C)OC(=O)N1C2CC(CC1CC2)C2C1=CC=CC=C1OC=1C=C(C=CC21)C#N (3-(3-cyano-9H-xanthen-9-yl)-8-aza-bicyclo[3.2.1]octane-8-carboxylic acid tert-butyl ester), Cl.NO (hydroxylamine hydrochloride), C([O-])([O-])=O.[K+].[K+] (potassium carbonate), Cl.[OH-].[NH4+] (ammonium hydroxide hydrochloride), C([O-])([O-])=O.[K+].[K+] (potassium carbonate). The product is C(C)(C)(C)OC(=O)N1C2CC(CC1CC2)C2C1=CC=CC=C1OC=1C=C(C=CC21)C(NO)=N (3-[3-(N-hydroxycarbamimidoyl)-9H-xanthen-9-yl]-8-aza-bicyclo[3.2.1]octane-8-carboxylic acid tert-butyl ester). Isolated yield 102.0%. Reactants: [Cl-].[NH4+] (ammonium chloride), C(CC)(=O)N1CCOCC1 (N-propionylmorpholine), C(C)(C)(C)OC(NC1=NC(=CC=C1)Cl)=O (tert-Butyl(6-chloropyridin-2-yl)carbamate), C(CCC)[Li] (butyllithium). Solvent: C(C)(=O)OCC (ethyl acetate), C1CCOC1 (THF), C1CCOC1 (THF). Reaction conditions: temperature -50 celsius, time 1 hour. Yields the product C(C)(C)(C)OC(NC1=NC(=CC=C1C(CC)=O)Cl)=O (tert-Butyl(6-chloro-3-propanoylpyridin-2-yl)carbamate). As a reaction SMILES: [C:1]([O:5][C:6](=[O:15])[NH:7][C:8]1[CH:13]=[CH:12][CH:11]=[C:10]([Cl:14])[N:9]=1)([CH3:4])([CH3:3])[CH3:2].C([Li])CCC.[C:21](N1CCOCC1)(=[O:24])[CH2:22][CH3:23].[Cl-].[NH4+]>C1COCC1.C(OCC)(=O)C>[C:1]([O:5][C:6](=[O:15])[NH:7][C:8]1[C:13]([C:21](=[O:24])[CH2:22][CH3:23])=[CH:12][CH:11]=[C:10]([Cl:14])[N:9]=1)([CH3:4])([CH3:2])[CH3:3] |f:3.4|. Reported procedure: Under argon, 7.00 g (30.6 mmol) of tert-butyl(6-chloropyridin-2-yl)carbamate (Example 3A) were initially charged in 90 ml of THF and cooled to −50° C. 47.8 ml (76.5 mmol) of butyllithium (1.6 M in hexane) were added dropwise. After the dropwise addition had ended, the reaction was slowly warmed to 0° C. and kept at 0° C. for 1 h. The mixture was then cooled again to −40° C., and 9.85 g (61.2 mmol) of N-propionylmorpholine dissolved in 10 ml of THF were added. The reaction solution was stirred at... Starting materials: C(C1=CC=CC=C1)(=O)NCC(=O)C1=COC=C1 (N-benzoyl-(3-furylcarbonyl)methylamine), [H-].[Na+] (sodium hydride), BrCC(=O)OCC (ethyl bromoacetate). The product is C(C1=CC=CC=C1)(=O)NC(CC(=O)OCC)C(=O)C1=COC=C1 (ethyl 3-benzoylamino-3-(3-furylcarbonyl)propionate). Yield: 85.7%. As a reaction SMILES: [C:1]([NH:9][CH2:10][C:11]([C:13]1[CH:17]=[CH:16][O:15][CH:14]=1)=[O:12])(=[O:8])[C:2]1[CH:7]=[CH:6][CH:5]=[CH:4][CH:3]=1.[H-].[Na+].Br[CH2:21][C:22]([O:24][CH2:25][CH3:26])=[O:23]>>[C:1]([NH:9][CH:10]([C:11]([C:13]1[CH:17]=[CH:16][O:15][CH:14]=1)=[O:12])[CH2:21][C:22]([O:24][CH2:25][CH3:26])=[O:23])(=[O:8])[C:2]1[CH:3]=[CH:4][CH:5]=[CH:6][CH:7]=1 |f:1.2|. Procedure details: 7.8 g of N-benzoyl-(3-furylcarbonyl)methylamine, 1.6 g of 61% sodium hydride and 6.3 g of ethyl bromoacetate are treated in the same manner as described in Preparation 1-(2). 9.2 g of ethyl 3-benzoylamino-3-(3-furylcarbonyl)propionate are thereby obtained. Yield: 86.0% Conditions: time 4 hour. Reported procedure: 5 ml of pyridine and 7 g of p-toluenesulfonyl chloride were added to a solution of 6.5 g of the compound obtained in Example 3a in 20 ml of dichloromethane and then the mixture was stirred for 4 hours. The organic layer was washed with 10% aqueous citric acid and then with water and dried over sodium sulfate. The solvent was evaporated under reduced pressure, and the resulting residue was purified by silica gel column chromatography (ethyl acetate) to obtain 6.57 g of the title compound (yield: ... The product is S(=O)(=O)(C1=CC=C(C)C=C1)OCCCCCOC1=NC=CC=C1 (2-(5-tosyloxy-pentyloxy)pyridine). RXN SMILES: N1C=CC=CC=1.[C:7]1([CH3:17])[CH:12]=[CH:11][C:10]([S:13](Cl)(=[O:15])=[O:14])=[CH:9][CH:8]=1.[OH:18][CH2:19][CH2:20][CH2:21][CH2:22][CH2:23][O:24][C:25]1[CH:30]=[CH:29][CH:28]=[CH:27][N:26]=1>ClCCl>[S:13]([O:18][CH2:19][CH2:20][CH2:21][CH2:22][CH2:23][O:24][C:25]1[CH:30]=[CH:29][CH:28]=[CH:27][N:26]=1)([C:10]1[CH:11]=[CH:12][C:7]([CH3:17])=[CH:8][CH:9]=1)(=[O:15])=[O:14]. Run in ClCCl (dichloromethane). Yield: 54.6%. Starting materials: N1=CC=CC=C1 (pyridine), C1(=CC=C(C=C1)S(=O)(=O)Cl)C (p-toluenesulfonyl chloride), OCCCCCOC1=NC=CC=C1 (2-(5-hydroxypentyloxy)pyridine). Starting materials: ClC=1C=C2C=CC(=CC2=CC1)S(=O)(=O)N1CCN(CC1)C(C1=CC(=C(C=C1)C1=CC=NC=C1)OC)=O (1-[(6-chloronaphthalen-2-yl)sulfonyl]-4-[3-methoxy-4-(pyridin-4-yl)benzoyl]piperazine), Cl.C(C)O (Ethanol hydrochloride), C([O-])(O)=O.[Na+] (sodium bicarbonate), O (water). The product is Cl.ClC=1C=C2C=CC(=CC2=CC1)S(=O)(=O)N1CCN(CC1)C(C1=CC(=C(C=C1)C1=CC=NC=C1)O)=O (1-[(6-Chloronaphthalen-2-yl)sulfonyl]-4-[3-hydroxy-4-(pyridin-4-yl)benzoyl]piperazine hydrochloride). Procedure details: In dichloromethane (1 ml), boron tribromide (115 μl) was dissolved, followed by the dropwise addition of a solution of 1-[(6-chloronaphthalen-2-yl)sulfonyl]-4-[3-methoxy-4-(pyridin-4-yl)benzoyl]piperazine (105 mg), which had been obtained in Example 30, in dichloromethane (dichloromethane: 4 ml) at an external temperature of about −78° C. While heating gradually to room temperature, the resulting mixture was stirred for 23 hours. After dichloromethane and water were added to the reaction mixture... As a reaction SMILES: [Cl:1][C:2]1[CH:3]=[C:4]2[C:9](=[CH:10][CH:11]=1)[CH:8]=[C:7]([S:12]([N:15]1[CH2:20][CH2:19][N:18]([C:21](=[O:36])[C:22]3[CH:27]=[CH:26][C:25]([C:28]4[CH:33]=[CH:32][N:31]=[CH:30][CH:29]=4)=[C:24]([O:34]C)[CH:23]=3)[CH2:17][CH2:16]1)(=[O:14])=[O:13])[CH:6]=[CH:5]2.O.C(=O)(O)[O-].[Na+].Cl.C(O)C>ClCCl.B(Br)(Br)Br.O1CCCC1>[ClH:1].[Cl:1][C:2]1[CH:3]=[C:4]2[C:9](=[CH:10][CH:11]=1)[CH:8]=[C:7]([S:12]([N:15]1[CH2:20][CH2:19][N:18]([C:21](=[O:36])[C:22]3[CH:27]=[CH:26][C:25]([C:28]4[CH:33]=[CH:32][N:31]=[CH:30][CH:29]=4)=[C:24]([OH:34])[CH:23]=3)[CH2:17][CH2:16]1)(=[O:13])=[O:14])[CH:6]=[CH:5]2 |f:2.3,4.5,9.10|. The solvent is O1CCCC1 (tetrahydrofuran), ClCCl (dichloromethane), ClCCl (dichloromethane), B(Br)(Br)Br (boron tribromide), ClCCl (dichloromethane). Run at time 23 hour.